Dataset: the Open Reaction Database (ORD), a public repository of structured organic reaction records. Task: describe an organic reaction: reactants, conditions, products, and yield Reactants: ClCCl, Cc1ccccc1B(O)O, c1ccncc1, FC(F)(F)c1cccc2c(-c3ccccn3)[nH]nc12. Product: Cc1ccccc1-n1nc2c(C(F)(F)F)cccc2c1-c1ccccn1. As a reaction SMILES: [CH2:36]([Cl:37])[Cl:38].[CH3:20][c:21]1[c:22]([B:27]([OH:28])[OH:29])[cH:23][cH:24][cH:25][cH:26]1.[cH:30]1[cH:31][cH:32][n:33][cH:34][cH:35]1.[n:1]1[c:2](-[c:7]2[nH:8][n:9][c:10]3[c:11]([C:16]([F:17])([F:18])[F:19])[cH:12][cH:13][cH:14][c:15]23)[cH:3][cH:4][cH:5][cH:6]1>>[n:1]1[c:2](-[c:7]2[n:8](-[c:22]3[c:21]([CH3:20])[cH:26][cH:25][cH:24][cH:23]3)[n:9][c:10]3[c:11]([C:16]([F:17])([F:18])[F:19])[cH:12][cH:13][cH:14][c:15]23)[cH:3][cH:4][cH:5][cH:6]1. Starting materials: NC=1C=C2C(CC(NC2=CC1N)=O)(C)C (6,7-diamino-4,4-dimethyl-1,2,3,4-tetrahydroquinolin-2-one), C(C1=CC=CC=C1)=O (benzaldehyde), C(C)O (ethanol). The solvent is C(C)(=O)O (acetic acid). The product is CC1(CC(NC=2C=C3C(=CC12)NC(=N3)C3=CC=CC=C3)=O)C (8,8-Dimethyl-2-phenyl-5,6,7,8-tetrahydro-lH-imidazo-[4,5-g]quinolin-6-one). RXN SMILES: [NH2:1][C:2]1[CH:3]=[C:4]2[C:9](=[CH:10][C:11]=1[NH2:12])[NH:8][C:7](=[O:13])[CH2:6][C:5]2([CH3:15])[CH3:14].[CH:16](=O)[C:17]1[CH:22]=[CH:21][CH:20]=[CH:19][CH:18]=1.C(O)C>C(O)(=O)C>[CH3:14][C:5]1([CH3:15])[C:4]2[CH:3]=[C:2]3[NH:1][C:16]([C:17]4[CH:22]=[CH:21][CH:20]=[CH:19][CH:18]=4)=[N:12][C:11]3=[CH:10][C:9]=2[NH:8][C:7](=[O:13])[CH2:6]1. Procedure details: 3.0 g. 6,7-diamino-4,4-dimethyl-1,2,3,4-tetrahydroquinolin-2-one and 1.5 ml. benzaldehyde were stirred for 20 hours in 50 ml. ethanol and 5 ml. glacial acetic acid. Half of the solvent was removed in a vacuum and the remainder was mixed with 50 ml. water and filtered off with suction. After recrystallisation from ethyl acetate, there were obtained 2.4 g. of the title compound; m.p. 296 -298° C. Reactants: ClCCCl, CCN(C(C)C)C(C)C, Cl, Cl, CC(N)c1ccc(OCC(F)(F)F)cn1, CN(C)C=O, CC(C)(O)c1ccc(CC(=O)O)cc1, On1nnc2cccnc21. Product: CC(NC(=O)Cc1ccc(C(C)(C)O)cc1)c1ccc(OCC(F)(F)F)cn1. RXN SMILES: [CH2:32]([Cl:33])[CH2:34][Cl:35].[CH:46]([N:47]([CH2:48][CH3:49])[CH:50]([CH3:51])[CH3:52])([CH3:53])[CH3:54].[ClH:15].[ClH:16].[F:17][C:18]([CH2:19][O:20][c:21]1[cH:22][cH:23][c:24]([CH:27]([CH3:28])[NH2:29])[n:25][cH:26]1)([F:30])[F:31].[O:55]=[CH:56][N:57]([CH3:58])[CH3:59].[OH:1][C:2]([CH3:3])([CH3:4])[c:5]1[cH:6][cH:7][c:8]([CH2:11][C:12](=[O:13])[OH:14])[cH:9][cH:10]1.[OH:36][n:37]1[c:38]2[n:39][cH:40][cH:41][cH:42][c:43]2[n:44][n:45]1>>[OH:1][C:2]([CH3:3])([CH3:4])[c:5]1[cH:6][cH:7][c:8]([CH2:11][C:12](=[O:14])[NH:29][CH:27]([c:24]2[cH:23][cH:22][c:21]([O:20][CH2:19][C:18]([F:17])([F:30])[F:31])[cH:26][n:25]2)[CH3:28])[cH:9][cH:10]1. Starting materials: CC=1C=C2C(=NC1)SC(=N2)C2=C(C=CC=C2)[N+](=O)[O-] (6-Methyl-2-(2-nitrophenyl)thiazolo[5,4-b]pyridine), BrN1C(CCC1=O)=O (N-bromosuccinimide), BrN1C(CCC1=O)=O (NBS), BrN1C(CCC1=O)=O (NBS). The reagents and catalysts are C(C1=CC=CC=C1)(=O)OOC(C1=CC=CC=C1)=O (benzoyl peroxide), C(C1=CC=CC=C1)(=O)OOC(C1=CC=CC=C1)=O (benzoyl peroxide), C(C1=CC=CC=C1)(=O)OOC(C1=CC=CC=C1)=O (benzoyl peroxide). The solvent is C(Cl)(Cl)(Cl)Cl (CCl4). Yields the product BrCC=1C=C2C(=NC1)SC(=N2)C2=C(C=CC=C2)[N+](=O)[O-] (6-(bromomethyl)-2-(2-nitrophenyl)thiazolo[5,4-b]pyridine). Isolated yield 106.8%. As a reaction SMILES: [CH3:1][C:2]1[CH:3]=[C:4]2[N:10]=[C:9]([C:11]3[CH:16]=[CH:15][CH:14]=[CH:13][C:12]=3[N+:17]([O-:19])=[O:18])[S:8][C:5]2=[N:6][CH:7]=1.[Br:20]N1C(=O)CCC1=O>C(OOC(=O)C1C=CC=CC=1)(=O)C1C=CC=CC=1.C(Cl)(Cl)(Cl)Cl>[Br:20][CH2:1][C:2]1[CH:3]=[C:4]2[N:10]=[C:9]([C:11]3[CH:16]=[CH:15][CH:14]=[CH:13][C:12]=3[N+:17]([O-:19])=[O:18])[S:8][C:5]2=[N:6][CH:7]=1. Procedure: 6-Methyl-2-(2-nitrophenyl)thiazolo[5,4-b]pyridine (2.9 g, 10.7 mmol), N-bromosuccinimide (NBS, 1.91 g, 10.7 mmol), CCl4 (200 mL) and benzoyl peroxide (0.021 g) were added into a three-neck flask (500 mL) under argon. The resulting yellow mixture was refluxed for 2 h. Additional NBS (1.91 g) and benzoyl peroxide (0.021 g) were added. Two hours later, more NBS (0.95 g) and benzoyl peroxide (0.021 g) were added and the mixture was continually refluxed for 3 h. The mixture was then cooled to room te... The reactants are CC(=O)O[BH-](OC(C)=O)OC(C)=O, CCS(=O)(=O)N1CCC(c2c[nH]c3c(C(N)=O)cc(-c4csc(C=O)c4)cc23)CC1, CC(=O)O, CC1CCCN1, CS(C)=O, [Na+]. The product is CCS(=O)(=O)N1CCC(c2c[nH]c3c(C(N)=O)cc(-c4csc(CN5CCCC5C)c4)cc23)CC1. RXN SMILES: [C:41]([O:42][BH-:43]([O:44][C:45](=[O:46])[CH3:47])[O:48][C:49](=[O:50])[CH3:51])(=[O:52])[CH3:53].[CH2:1]([CH3:2])[S:3](=[O:4])(=[O:5])[N:6]1[CH2:7][CH2:8][CH:9]([c:12]2[cH:13][nH:14][c:15]3[c:16]([C:28](=[O:29])[NH2:30])[cH:17][c:18](-[c:21]4[cH:22][s:23][c:24]([CH:26]=[O:27])[cH:25]4)[cH:19][c:20]23)[CH2:10][CH2:11]1.[CH3:31][C:32](=[O:33])[OH:34].[CH3:35][CH:36]1[NH:37][CH2:38][CH2:39][CH2:40]1.[CH3:55][S:56](=[O:57])[CH3:58].[Na+:54]>>[CH2:1]([CH3:2])[S:3](=[O:4])(=[O:5])[N:6]1[CH2:7][CH2:8][CH:9]([c:12]2[cH:13][nH:14][c:15]3[c:16]([C:28](=[O:29])[NH2:30])[cH:17][c:18](-[c:21]4[cH:22][s:23][c:24]([CH2:26][N:37]5[CH:36]([CH3:35])[CH2:40][CH2:39][CH2:38]5)[cH:25]4)[cH:19][c:20]23)[CH2:10][CH2:11]1. The reactants are O=C1N(CN(C(N1C)=O)C1CCCCC1)C1CCCCC1 (2,4-dioxo-hexahydro-1,5-dicyclohexyl-3-methyl-s-triazine), BrBr (bromine). Run in C(Cl)Cl (methylene chloride). The product is [Br-].O=C1[NH+](CN(C(N1C)=O)C1CCCCC1)C1CCCCC1 (2,4-dioxo-1,2,3,4-tetrahydro-1,5-dicyclohexyl-3-methyl-s-triazinium bromide). The yield is 66.8%. As a reaction SMILES: [O:1]=[C:2]1[N:7]([CH3:8])[C:6](=[O:9])[N:5]([CH:10]2[CH2:15][CH2:14][CH2:13][CH2:12][CH2:11]2)[CH2:4][N:3]1[CH:16]1[CH2:21][CH2:20][CH2:19][CH2:18][CH2:17]1.[Br:22]Br>C(Cl)Cl>[Br-:22].[O:1]=[C:2]1[N:7]([CH3:8])[C:6](=[O:9])[N:5]([CH:10]2[CH2:15][CH2:14][CH2:13][CH2:12][CH2:11]2)[CH2:4][NH+:3]1[CH:16]1[CH2:21][CH2:20][CH2:19][CH2:18][CH2:17]1 |f:3.4|. Procedure: 29.3 g (0.1 mol) of 2,4-dioxo-hexahydro-1,5-dicyclohexyl-3-methyl-s-triazine are initially introduced into 40 ml of methylene chloride and 24 g (0.15 mol) of bromine are added dropwise. The temperature is kept at 20° C to 30° C by cooling. The orange-red precipitate which has separated out is filtered off and recrystallised from isopropanol. 25 g (67%) of 2,4-dioxo-1,2,3,4-tetrahydro-1,5-dicyclohexyl-3-methyl-s-triazinium bromide of melting point 250° C are obtained. Starting materials: CCNC(=O)Nc1nc2ccc(Br)c(O)c2s1, O=C([O-])[O-], COCCOCCBr, [K+], [K+], CN(C)C=O. Product: CCNC(=O)Nc1nc2ccc(Br)c(OCCOCCOC)c2s1. As a reaction SMILES: [Br:1][c:2]1[c:3]([OH:17])[c:4]2[c:5]([n:6][c:7]([NH:9][C:10](=[O:11])[NH:12][CH2:13][CH3:14])[s:8]2)[cH:15][cH:16]1.[C:18](=[O:19])([O-:20])[O-:21].[CH3:24][O:25][CH2:26][CH2:27][O:28][CH2:29][CH2:30][Br:31].[K+:22].[K+:23].[O:32]=[CH:33][N:34]([CH3:35])[CH3:36]>>[Br:1][c:2]1[c:3]([O:17][CH2:30][CH2:29][O:28][CH2:27][CH2:26][O:25][CH3:24])[c:4]2[c:5]([n:6][c:7]([NH:9][C:10](=[O:11])[NH:12][CH2:13][CH3:14])[s:8]2)[cH:15][cH:16]1.